This data is from the Open Reaction Database (ORD), a public repository of structured organic reaction records. The task is: describe an organic reaction: reactants, conditions, products, and yield The reactants are [C@H]12[C@H](C[C@H](CC1)C2)NC(=S)N (1-((1S,2S,4R)-Bicyclo[2.2.1]heptan-2-yl)thiourea), BrC1C(OCC1)=O (3-bromo-dihydrofuran-2(3 H)-one), CCO (EtOH), CCN(C(C)C)C(C)C (DIEA). Solvent: O (water). Yields the product [C@H]12[C@H](C[C@H](CC1)C2)NC=2SC(C(N2)=O)CCO (2-((1S,2S,4R)-bicyclo[2.2.1]heptan-2-ylamino)-5-(2-hydroxyethyl)thiazol-4(5H)-one). Reaction SMILES: [C@@H:1]12[CH2:7][C@@H:4]([CH2:5][CH2:6]1)[CH2:3][C@@H:2]2[NH:8][C:9]([NH2:11])=[S:10].Br[CH:13]1[CH2:17][CH2:16][O:15][C:14]1=[O:18].CCO.CCN(C(C)C)C(C)C>O>[C@@H:1]12[CH2:7][C@@H:4]([CH2:5][CH2:6]1)[CH2:3][C@@H:2]2[NH:8][C:9]1[S:10][CH:17]([CH2:13][CH2:14][OH:18])[C:16](=[O:15])[N:11]=1. Reported procedure: 1-((1S,2S,4R)-Bicyclo[2.2.1]heptan-2-yl)thiourea (887 mg, 5.25 mmol), 3-bromo-dihydrofuran-2(3 H)-one (1.65 g, 5 mmol), EtOH (10 mL) and DIEA (5.0 mL) were placed in a microwave reaction vessel. The mixture was placed in a microwave synthesizer and was irradiated at 150° C. for 30 min. The resulting mixture was poured into water and extracted with EtOAc and dried over MgSO4. After being filtered and concentrated in vacuo, the title compound was obtained a brown solid. MS (ES+): 255 (M+H)+. Reactants: ClC1=NN=C(C2=CC=CC=C12)N1[C@@H](CNCC1)C ((R)-1-chloro-4-(2-methylpiperazin-1-yl)phthalazine), C1(CCCCC1)C(=O)Cl (Cyclohexanecarbonyl chloride). Solvent: CN(C)C=O (DMF), C(C)(C)N(C(C)C)CC (N,N-diisopropylethylamine), C(C)(=O)OCC (ethyl acetate), hexanes. Reaction conditions: time 16 hour. Product: ClC1=NN=C(C2=CC=CC=C12)N1[C@@H](CN(CC1)C(=O)C1CCCCC1)C ((R)-(4-(4-chlorophthalazin-1-yl)-3-methylpiperazin-1-yl)(cyclohexyl)methanone). Reaction SMILES: [Cl:1][C:2]1[C:11]2[C:6](=[CH:7][CH:8]=[CH:9][CH:10]=2)[C:5]([N:12]2[CH2:17][CH2:16][NH:15][CH2:14][C@H:13]2[CH3:18])=[N:4][N:3]=1.[CH:19]1([C:25](Cl)=[O:26])[CH2:24][CH2:23][CH2:22][CH2:21][CH2:20]1>CN(C=O)C.C(N(CC)C(C)C)(C)C.C(OCC)(=O)C>[Cl:1][C:2]1[C:11]2[C:6](=[CH:7][CH:8]=[CH:9][CH:10]=2)[C:5]([N:12]2[CH2:17][CH2:16][N:15]([C:25]([CH:19]3[CH2:24][CH2:23][CH2:22][CH2:21][CH2:20]3)=[O:26])[CH2:14][C@H:13]2[CH3:18])=[N:4][N:3]=1. Procedure details: (R)-1-chloro-4-(2-methylpiperazin-1-yl)phthalazine (JK-2, 752 mg, 2.86 mmol) was dissolved in DMF (8 mL) and N,N-diisopropylethylamine (1.5 mL). Cyclohexanecarbonyl chloride (0.498 mL, 3.72 mmol) was added and the mixture stirred at rt for 16 hours. The reaction was taken up in ethyl acetate (80 mL) and washed with aqueous K2CO3 (10%), water, and saturated sodium chloride. The organics were dried (MgSO4) and evaporated to give a yellow oil. Chromatography over silica gel with a gradient of hexan... Starting materials: N1(C=NC=C1)C(=O)C1=CC=C(C=C1)C=1OC(=NN1)C=1C(=NOC1C)C1=CC=CC=C1 (imidazol-1-yl-{4-[5-(5-methyl-3-phenyl-isoxazol-4-yl)-[1,3,4]oxadiazol-2-yl]-phenyl}-methanone), C1(CC1)N (cyclopropylamine). The solvent is O1CCCC1 (tetrahydrofuran). Run at temperature 80 celsius, time 3 hour. Yields the product C1(CC1)NC(C1=CC=C(C=C1)C=1OC(=NN1)C=1C(=NOC1C)C1=CC=CC=C1)=O (N-Cyclopropyl-4-[5-(5-methyl-3-phenyl-isoxazol-4-yl)-[1,3,4]oxadiazol-2-yl]-benzamide). The yield is 77.1%. As a reaction SMILES: [N:1]1([C:6]([C:8]2[CH:13]=[CH:12][C:11]([C:14]3[O:15][C:16]([C:19]4[C:20]([C:25]5[CH:30]=[CH:29][CH:28]=[CH:27][CH:26]=5)=[N:21][O:22][C:23]=4[CH3:24])=[N:17][N:18]=3)=[CH:10][CH:9]=2)=[O:7])[CH:5]=[CH:4]N=C1.[CH:31]1(N)CC1>O1CCCC1>[CH:5]1([NH:1][C:6](=[O:7])[C:8]2[CH:13]=[CH:12][C:11]([C:14]3[O:15][C:16]([C:19]4[C:20]([C:25]5[CH:26]=[CH:27][CH:28]=[CH:29][CH:30]=5)=[N:21][O:22][C:23]=4[CH3:24])=[N:17][N:18]=3)=[CH:10][CH:9]=2)[CH2:4][CH2:31]1. Procedure details: To a suspension of imidazol-1-yl-{4-[5-(5-methyl-3-phenyl-isoxazol-4-yl)-[1,3,4]oxadiazol-2-yl]-phenyl}-methanone (200 mg, 0.50 mmol) in tetrahydrofuran (2 mL) was added cyclopropylamine (37 mg, 0.65 mmol) and the mixture was stirred for 3 h at 80° C. After cooling to ambient temperature the resulting suspension was concentrated. Purification by chromatography (SiO2, heptane:ethyl acetate:dichloromethane=60:20:20 to 0:80:20) afforded the title compound (149 mg, 77%) as a white solid. MS: m/e=387... Reactants: CO, CCOC(C)=O, COC(=O)c1ccc(NC2CCCCC2)c([N+](=O)[O-])c1. Reaction SMILES: [CH3:21][OH:22].[CH3:23][CH2:24][O:25][C:26](=[O:27])[CH3:28].[CH:1]1([NH:7][c:8]2[c:9]([N+:18]([O-:19])=[O:20])[cH:10][c:11]([C:12](=[O:13])[O:14][CH3:15])[cH:16][cH:17]2)[CH2:2][CH2:3][CH2:4][CH2:5][CH2:6]1>>[CH:1]1([NH:7][c:8]2[c:9]([NH2:18])[cH:10][c:11]([C:12](=[O:13])[O:14][CH3:15])[cH:16][cH:17]2)[CH2:2][CH2:3][CH2:4][CH2:5][CH2:6]1. Yields the product COC(=O)c1ccc(NC2CCCCC2)c(N)c1. RXN SMILES: S(=O)(=O)(O)O.[F:6][C:7]([F:16])([F:15])[C:8]1[CH:9]=[C:10]([CH:12]=[CH:13][CH:14]=1)N.N([O-])=O.[Na+].C([O-])(=O)C.[Na+].[CH:26](=[N:28][OH:29])[CH3:27].N#N>O.C([O-])(=O)C.[Cu+2].C([O-])(=O)C.S([O-])([O-])=O.[Na+].[Na+].C1(C)C=CC=CC=1>[F:6][C:7]([F:16])([F:15])[C:8]1[CH:9]=[C:10]([C:26](=[N:28][OH:29])[CH3:27])[CH:12]=[CH:13][CH:14]=1 |f:2.3,4.5,9.10.11,12.13.14|. The product is FC(C=1C=C(C=CC1)C(C)=NO)(F)F (1-[3-(trifluoromethyl)phenyl]ethanone oxime). Starting materials: S(O)(O)(=O)=O (sulfuric acid), N(=O)[O-].[Na+] (sodium nitrite), diazonium, C(C)(=O)[O-].[Na+] (sodium acetate), diazonium, N#N (N2), C(C)=NO (acetaldoxime), C(C)(=O)[O-].[Na+] (sodium acetate), FC(C=1C=C(N)C=CC1)(F)F (3-(trifluoromethyl)aniline). Procedure details: To a three-neck indented, Morton style flask equipped with a sidearm for thermometer charged with 80 mL (240 mmol) of 3N sulfuric acid was added 10 mL (80 mmol) of 3-(trifluoromethyl)aniline (Aldrich Chemical Co.). The resulting suspension turned into a clear solution upon heating to 65° C. The solution was stirred vigorously and cooled to -5° C. using an acetone/ice bath to give a slurry. To the slurry was added a solution of 5.85 g (84.8 mmol) of sodium nitrite in 25 mL of water. The rate of a... The yield is 84.3%. Conditions: temperature 65 celsius. The solvent is O (water), C1(=CC=CC=C1)C (toluene), O (water). Reagents/catalysts: C(C)(=O)[O-].[Cu+2].C(C)(=O)[O-] (copper (II) acetate), S(=O)([O-])[O-].[Na+].[Na+] (sodium sulfite).